From a dataset of the Open Reaction Database (ORD), a public repository of structured organic reaction records. describe an organic reaction: reactants, conditions, products, and yield The reactants are CC1(C)OB(c2ccc(Nc3nc4cc(C#N)ccc4o3)cc2)OC1(C)C, COCCOC, CN1CCN(C2CCC(n3nc(I)c4c(N)ncnc43)CC2)CC1, [Na+], [Na+], O=C([O-])[O-], O, c1ccc(P(c2ccccc2)(c2ccccc2)[Pd](P(c2ccccc2)(c2ccccc2)c2ccccc2)(P(c2ccccc2)(c2ccccc2)c2ccccc2)P(c2ccccc2)(c2ccccc2)c2ccccc2)cc1. The product is CN1CCN(C2CCC(n3nc(-c4ccc(Nc5nc6cc(C#N)ccc6o5)cc4)c4c(N)ncnc43)CC2)CC1. As a reaction SMILES: [CH3:25][C:26]1([CH3:27])[C:28]([CH3:29])([CH3:30])[O:31][B:32]([c:33]2[cH:34][cH:35][c:36]([NH:37][c:38]3[o:39][c:40]4[c:41]([n:42]3)[cH:43][c:44]([C:47]#[N:48])[cH:45][cH:46]4)[cH:49][cH:50]2)[O:51]1.[CH3:58][O:59][CH2:60][CH2:61][O:62][CH3:63].[I:1][c:2]1[n:3][n:4]([CH:12]2[CH2:13][CH2:14][CH:15]([N:18]3[CH2:19][CH2:20][N:21]([CH3:24])[CH2:22][CH2:23]3)[CH2:16][CH2:17]2)[c:5]2[n:6][cH:7][n:8][c:9]([NH2:11])[c:10]12.[Na+:52].[Na+:53].[O-:54][C:55](=[O:56])[O-:57].[OH2:64].[cH:65]1[cH:66][cH:67][c:68]([P:69]([Pd:70]([P:71]([c:72]2[cH:73][cH:74][cH:75][cH:76][cH:77]2)([c:78]2[cH:79][cH:80][cH:81][cH:82][cH:83]2)[c:84]2[cH:85][cH:86][cH:87][cH:88][cH:89]2)([P:90]([c:91]2[cH:92][cH:93][cH:94][cH:95][cH:96]2)([c:97]2[cH:98][cH:99][cH:100][cH:101][cH:102]2)[c:103]2[cH:104][cH:105][cH:106][cH:107][cH:108]2)[P:109]([c:110]2[cH:111][cH:112][cH:113][cH:114][cH:115]2)([c:116]2[cH:117][cH:118][cH:119][cH:120][cH:121]2)[c:122]2[cH:123][cH:124][cH:125][cH:126][cH:127]2)([c:128]2[cH:129][cH:130][cH:131][cH:132][cH:133]2)[c:134]2[cH:135][cH:136][cH:137][cH:138][cH:139]2)[cH:140][cH:141]1>>[c:2]1(-[c:33]2[cH:34][cH:35][c:36]([NH:37][c:38]3[o:39][c:40]4[c:41]([n:42]3)[cH:43][c:44]([C:47]#[N:48])[cH:45][cH:46]4)[cH:49][cH:50]2)[n:3][n:4]([CH:12]2[CH2:13][CH2:14][CH:15]([N:18]3[CH2:19][CH2:20][N:21]([CH3:24])[CH2:22][CH2:23]3)[CH2:16][CH2:17]2)[c:5]2[n:6][cH:7][n:8][c:9]([NH2:11])[c:10]12. The reactants are BrCC1=CC=C(CN2C(O[C@@H](C2)C2=CC=CC=C2)=O)C=C1 (3-(4-bromomethyl-benzyl)-5-(R)-phenyl-oxazolidin-2-one), C1(=CC=CC=C1)O (phenol), C([O-])([O-])=O.[K+].[K+] (potassium carbonate), [I-].[K+] (potassium iodide). The solvent is CC(CC)=O (2-butanone), O (water). Conditions: temperature 80 celsius. The product is O(C1=CC=CC=C1)CC1=CC=C(CN2C(O[C@@H](C2)C2=CC=CC=C2)=O)C=C1 (3-(4-phenoxymethyl-benzyl)-5-(R)-phenyl-oxazolidin-2-one). The yield is 71.2%. As a reaction SMILES: Br[CH2:2][C:3]1[CH:21]=[CH:20][C:6]([CH2:7][N:8]2[CH2:12][C@@H:11]([C:13]3[CH:18]=[CH:17][CH:16]=[CH:15][CH:14]=3)[O:10][C:9]2=[O:19])=[CH:5][CH:4]=1.[C:22]1([OH:28])[CH:27]=[CH:26][CH:25]=[CH:24][CH:23]=1.C(=O)([O-])[O-].[K+].[K+].[I-].[K+]>O.CC(=O)CC>[O:28]([CH2:2][C:3]1[CH:21]=[CH:20][C:6]([CH2:7][N:8]2[CH2:12][C@@H:11]([C:13]3[CH:18]=[CH:17][CH:16]=[CH:15][CH:14]=3)[O:10][C:9]2=[O:19])=[CH:5][CH:4]=1)[C:22]1[CH:27]=[CH:26][CH:25]=[CH:24][CH:23]=1 |f:2.3.4,5.6|. Procedure details: A suspension of 3-(4-bromomethyl-benzyl)-5-(R)-phenyl-oxazolidin-2-one (30 mg, 0.086 mmol, prepared according to procedure 4), phenol (10 mg, 0.1 mmol), potassium carbonate (25 mg, 0.18 mmol), potassium iodide (3 mg, 0.008 mmol) and 2-butanone was heated at 80° C. overnight. The reaction mixture was allowed to cool down to RT, mixed with water (5 mL), organic phase was separated and the aq. phase was extracted with ethyl acetate (3×8 mL). The combined organic phase was washed with brine (5 mL), ... Starting materials: O=C(O)C(F)(F)F, CC(C)(C)OC(=O)Nc1nc(-c2ccco2)c(C(=O)C2(C)CCOCC2)s1. The product is CC1(C(=O)c2sc(N)nc2-c2ccco2)CCOCC1. Reaction SMILES: [OH:28][C:29]([C:30]([F:31])([F:32])[F:33])=[O:34].[o:1]1[c:2](-[c:6]2[n:7][c:8]([NH:20][C:21](=[O:22])[O:23][C:24]([CH3:25])([CH3:26])[CH3:27])[s:9][c:10]2[C:11](=[O:12])[C:13]2([CH3:19])[CH2:14][CH2:15][O:16][CH2:17][CH2:18]2)[cH:3][cH:4][cH:5]1>>[o:1]1[c:2](-[c:6]2[n:7][c:8]([NH2:20])[s:9][c:10]2[C:11](=[O:12])[C:13]2([CH3:19])[CH2:14][CH2:15][O:16][CH2:17][CH2:18]2)[cH:3][cH:4][cH:5]1. Reactants: O=C([O-])[O-], CCCCCCCCBr, CC(C)=O, [K+], [K+], N#Cc1ccc(O)cc1. Yields the product CCCCCCCCOc1ccc(C#N)cc1. RXN SMILES: [C:19](=[O:20])([O-:21])[O-:22].[CH2:10]([CH2:11][CH2:12][CH2:13][CH2:14][CH2:15][CH2:16][CH3:17])[Br:18].[CH3:25][C:26](=[O:27])[CH3:28].[K+:23].[K+:24].[OH:1][c:2]1[cH:3][cH:4][c:5]([C:6]#[N:7])[cH:8][cH:9]1>>[O:1]([c:2]1[cH:3][cH:4][c:5]([C:6]#[N:7])[cH:8][cH:9]1)[CH2:10][CH2:11][CH2:12][CH2:13][CH2:14][CH2:15][CH2:16][CH3:17].